From a dataset of the Open Reaction Database (ORD), a public repository of structured organic reaction records. describe an organic reaction: reactants, conditions, products, and yield Reactants: ClC1=NC=NC2=CC(=C(C=C12)OC)OCCOC (4-chloro-6-methoxy-7-(2-methoxyethoxy)quinazoline), FC1=C(N)C=C(C(=C1)C)O (2-fluoro-5-hydroxy-4-methylaniline). Solvent: C(C)(C)O (isopropanol). Product: Cl.FC1=C(NC2=NC=NC3=CC(=C(C=C23)OC)OCCOC)C=C(C(=C1)C)O (4-(2-fluoro-5-hydroxy4-methylanilino)-6-methoxy-7-(2-methoxyethoxy)quinazoline hydrochloride). Yield: 68.8%. Reaction SMILES: [Cl:1][C:2]1[C:11]2[C:6](=[CH:7][C:8]([O:14][CH2:15][CH2:16][O:17][CH3:18])=[C:9]([O:12][CH3:13])[CH:10]=2)[N:5]=[CH:4][N:3]=1.[F:19][C:20]1[CH:26]=[C:25]([CH3:27])[C:24]([OH:28])=[CH:23][C:21]=1[NH2:22]>C(O)(C)C>[ClH:1].[F:19][C:20]1[CH:26]=[C:25]([CH3:27])[C:24]([OH:28])=[CH:23][C:21]=1[NH:22][C:2]1[C:11]2[C:6](=[CH:7][C:8]([O:14][CH2:15][CH2:16][O:17][CH3:18])=[C:9]([O:12][CH3:13])[CH:10]=2)[N:5]=[CH:4][N:3]=1 |f:3.4|. Procedure: A mixture of 4-chloro-6-methoxy-7-(2-methoxyethoxy)quinazoline (76 mg, 0.28 mmol) and 2-fluoro-5-hydroxy-4-methylaniline (40 mg, 0.28 mmol), (prepared as described for the starting material in Example 8), in isopropanol (2.5 ml) was stirred and heated at reflux for 7 hours. The reaction mixture was allowed to cool and the precipitated product collected by filtration, washed with isopropanol and dried to give 4-(2-fluoro-5-hydroxy4-methylanilino)-6-methoxy-7-(2-methoxyethoxy)quinazoline hydrochlo... Reactants: [N+](=O)(O)[O-] (nitric acid), C1(=CC=CC=C1)C (toluene), C1(=CC=CC=C1)C (toluene), O (water), [N+](=O)(O)[O-] (nitric acid). Product: [N+](=O)([O-])C1=CC=C(C=C1)C (mononitrotoluene). Reaction SMILES: [N+:1]([O-:4])(O)=[O:2].O.[C:6]1([CH3:12])[CH:11]=[CH:10][CH:9]=[CH:8][CH:7]=1>>[N+:1]([C:9]1[CH:10]=[CH:11][C:6]([CH3:12])=[CH:7][CH:8]=1)([O-:4])=[O:2]. Reported procedure: reacting toluene with nitric acid having an acid concentration of between about 60 and about 75 percent by weight, based upon the total amount of acid plus water, at a reaction temperature of between about 60° C. and about 75° C., and employing between about 3 and about 5 moles of nitric acid per mole of toluene, to produce mononitrotoluene, The reactants are CCN=C=NCCCN(C)C, CCC(C)(N)C(=O)OC, CCN(C(C)C)C(C)C, Cl, Cl, O=C(O)c1ccc2ccccc2c1OCCOc1ccccc1, CN(C)C=O, On1nnc2ccccc21. Product: CCC(C)(NC(=O)c1ccc2ccccc2c1OCCOc1ccccc1)C(=O)OC. RXN SMILES: [CH2:35]([N:36]=[C:37]=[N:38][CH2:39][CH2:40][CH2:41][N:42]([CH3:43])[CH3:44])[CH3:45].[CH3:56][O:57][C:58]([C:59]([CH2:60][CH3:61])([CH3:62])[NH2:63])=[O:64].[CH:46]([N:47]([CH2:48][CH3:49])[CH:50]([CH3:51])[CH3:52])([CH3:53])[CH3:54].[ClH:34].[ClH:55].[O:1]([c:2]1[cH:3][cH:4][cH:5][cH:6][cH:7]1)[CH2:8][CH2:9][O:10][c:11]1[c:12]([C:21](=[O:22])[OH:23])[cH:13][cH:14][c:15]2[cH:16][cH:17][cH:18][cH:19][c:20]12.[O:65]=[CH:66][N:67]([CH3:68])[CH3:69].[OH:24][n:25]1[c:26]2[cH:27][cH:28][cH:29][cH:30][c:31]2[n:32][n:33]1>>[O:1]([c:2]1[cH:3][cH:4][cH:5][cH:6][cH:7]1)[CH2:8][CH2:9][O:10][c:11]1[c:12]([C:21](=[O:22])[NH:63][C:59]([C:58]([O:57][CH3:56])=[O:64])([CH2:60][CH3:61])[CH3:62])[cH:13][cH:14][c:15]2[cH:16][cH:17][cH:18][cH:19][c:20]12. Starting materials: IC (iodomethane), [H-].[Na+] (sodium hydride), O1CCCC1 (tetrahydrofuran), CCC(CC(CC)=O)=O (3,5-heptandione). Solvent: O (water). Reaction conditions: time 0.5 hour. The product is CC(C(CC)=O)C(CC)=O (4-methyl-3,5-heptandione). Isolated yield 94.0%. Reaction SMILES: [H-].[Na+].O1CCC[CH2:4]1.[CH3:8][CH2:9][C:10](=[O:16])[CH2:11][C:12](=[O:15])[CH2:13][CH3:14].IC>O>[CH3:4][CH:11]([C:10](=[O:16])[CH2:9][CH3:8])[C:12](=[O:15])[CH2:13][CH3:14] |f:0.1|. Procedure: To 0.02 mol sodium hydride was added 100 ml anhydrous tetrahydrofuran, slowly added dropwise 0.02 mol 3,5-heptandione at room temperature. Upon completion, the mixture was stirred for 0.5 hours, then 0.04 mol iodomethane was slowly added dropwise. After stirred at room temperature for 10 hours, 20 ml water was added. White solid was precipitated. The solid was filtered, washed with water, and dried to give 4-methyl-3,5-heptandione as a white solid, and the yield was 94%. m.p. was 91-92° C.